Dataset: the Open Reaction Database (ORD), a public repository of structured organic reaction records. Task: describe an organic reaction: reactants, conditions, products, and yield The reactants are 3-trifluoroaniline, ClC1=CC=C(OC2=CC=C(C=C2)N2C(CCC2O)=O)C=C1 (1-[4-(4-chloro-phenoxy)-phenyl]-5-hydroxy-pyrrolidin-2-one), C(=O)(C(F)(F)F)O (TFA). Solvent: C(Cl)Cl (CH2Cl2). Conditions: temperature 40 celsius, time 14 hour. The product is title compound, NC1=C(C=C(C=C1)C1CCC(N1C1=CC=C(C=C1)OC1=CC=C(C=C1)Cl)=O)C(F)(F)F (5-(4-amino-3-trifluoromethyl-phenyl)-1-[4-(4-chloro-phenoxy)-phenyl]-pyrrolidin-2-one), NC1=C(C=CC=C1C(F)(F)F)C1CCC(N1C1=CC=C(C=C1)OC1=CC=C(C=C1)Cl)=O (5-(2-amino-3-trifluoromethyl-phenyl)-1-[4-(4-chloro-phenoxy)-phenyl]-pyrrolidin-2-one). As a reaction SMILES: [Cl:1][C:2]1[CH:21]=[CH:20][C:5]([O:6][C:7]2[CH:12]=[CH:11][C:10]([N:13]3[CH:17]([OH:18])[CH2:16][CH2:15][C:14]3=[O:19])=[CH:9][CH:8]=2)=[CH:4][CH:3]=1.[C:22](O)([C:24]([F:27])([F:26])[F:25])=O>C(Cl)Cl>[NH2:13][C:10]1[CH:9]=[CH:8][C:7]([CH:14]2[N:13]([C:10]3[CH:9]=[CH:8][C:7]([O:6][C:5]4[CH:4]=[CH:3][C:2]([Cl:1])=[CH:21][CH:20]=4)=[CH:12][CH:11]=3)[C:17](=[O:18])[CH2:16][CH2:15]2)=[CH:12][C:22]=1[C:24]([F:27])([F:26])[F:25].[NH2:13][C:10]1[C:22]([C:24]([F:27])([F:26])[F:25])=[CH:12][CH:7]=[CH:8][C:9]=1[CH:17]1[N:13]([C:10]2[CH:11]=[CH:12][C:7]([O:6][C:5]3[CH:4]=[CH:3][C:2]([Cl:1])=[CH:21][CH:20]=3)=[CH:8][CH:9]=2)[C:14](=[O:19])[CH2:15][CH2:16]1. Procedure: To a mixture of 1-[4-(4-chloro-phenoxy)-phenyl]-5-hydroxy-pyrrolidin-2-one (10 mg, 0.033 mmol) and TFA (0.2 mL) in CH2Cl2 (0.8 mL) is added 3-trifluoroaniline (50 mL). After stirring at 40° C. for 14 h, the mixture is cooled and concentrated. The resulted residue is treated with saturated NaHCO3 aqueous solution (1 mL) and extracted with EtOAc (3×3 mL). The combined organic layers is concentrated and purified by preparative LC/MS to provide the title compound 5-(4-amino-3-trifluoromethyl-phenyl)... The reactants are C(C)(C)(C)OC(=O)NC1CC(CCC1)NC1=C2C=CN=CC2=CC=C1 (N-(tert-butoxycarbonyl)-N′-(5-isoquinolyl)-1,3-cyclohexanediamine), Cl.CO (hydrogen chloride methanol). Product: Cl.C1=NC=CC2=C(C=CC=C12)NC1CC(CCC1)N (N-(5-isoquinolyl)-1,3-cyclohexanediamine hydrochloride). As a reaction SMILES: C(OC([NH:8][CH:9]1[CH2:14][CH2:13][CH2:12][CH:11]([NH:15][C:16]2[CH:25]=[CH:24][CH:23]=[C:22]3[C:17]=2[CH:18]=[CH:19][N:20]=[CH:21]3)[CH2:10]1)=O)(C)(C)C.[ClH:26].CO>>[ClH:26].[CH:21]1[C:22]2[C:17](=[C:16]([NH:15][CH:11]3[CH2:12][CH2:13][CH2:14][CH:9]([NH2:8])[CH2:10]3)[CH:25]=[CH:24][CH:23]=2)[CH:18]=[CH:19][N:20]=1 |f:1.2,3.4|. Procedure: According to the method of Example 1, Step C, deprotection was performed (50° C., 2 hours) by using Intermediate 43 (171 mg) and 10% hydrogen chloride/methanol solution (2.5 ml). The reaction mixture was cooled to room temperature, and then the solvent was evaporated under reduced pressure. The residue was added with methanol (0.5 ml) and diethyl ether (1.5 ml). The deposited precipitates were collected by filtration and washed with diethyl ether to obtain the title compound (149 mg) as light ye...